From a dataset of the Open Reaction Database (ORD), a public repository of structured organic reaction records. describe an organic reaction: reactants, conditions, products, and yield Reactants: CC=1C=C(C#N)C=C(C1O)C (3,5-dimethyl-4-hydroxy-benzonitrile), CC1(OCC(O1)CO)C (rac-(2,2-dimethyl-[1,3]dioxolan-4-yl)-methanol), C1(=CC=CC=C1)P(C1=CC=CC=C1)C1=CC=CC=C1 (triphenylphosphine), CCOC(=O)/N=N/C(=O)OCC (DEAD), solution. Run in C1CCOC1 (THF), C1(=CC=CC=C1)C (toluene). Reaction conditions: time 1 hour. The product is CC1(OCC(O1)COC1=C(C=C(C#N)C=C1C)C)C (rac-4-(2,2-dimethyl-[1,3]dioxolan-4-ylmethoxy)-3,5-dimethyl-benzonitrile). Yield: 81.0%. Reaction SMILES: [CH3:1][C:2]1[CH:3]=[C:4]([CH:7]=[C:8]([CH3:11])[C:9]=1[OH:10])[C:5]#[N:6].[CH3:12][C:13]1([CH3:20])[O:17][CH:16]([CH2:18]O)[CH2:15][O:14]1.C1(P(C2C=CC=CC=2)C2C=CC=CC=2)C=CC=CC=1.CCOC(/N=N/C(OCC)=O)=O>C1COCC1.C1(C)C=CC=CC=1>[CH3:12][C:13]1([CH3:20])[O:17][CH:16]([CH2:18][O:10][C:9]2[C:8]([CH3:11])=[CH:7][C:4]([C:5]#[N:6])=[CH:3][C:2]=2[CH3:1])[CH2:15][O:14]1. Procedure: To a solution of 3,5-dimethyl-4-hydroxy-benzonitrile (5.0 g, 34.0 mmol) in THF (40 mL), rac-(2,2-dimethyl-[1,3]dioxolan-4-yl)-methanol (4.49 g, 34.0 mmol) followed by triphenylphosphine (13.4 g, 50.9 mmol) is added. The mixture is cooled with an ice-bath before DEAD (8.87 g, 50.9 mmol, 23.4 mL of a 40% solution in toluene) is added dropwise. The mixture is stirred at rt for 1 h, the solvent is removed in vacuo and the residue is purified by CC on silica gel eluting with heptane:EA 99:1 to 92:8 t... The reactants are ClC=1SC(=CN1)CN1C(C2(C3=CC=CC=C13)COC=1C2=CC2=C(OCO2)C1)=O (1′-[(2-chloro-1,3-thiazol-5-yl)methyl]spiro[furo[2,3-f][1,3]benzodioxole-7,3′-indol]-2′(1′H)-one), CNC (dimethyl amine), O1CCCC1 (tetrahydrofuran). The solvent is CN(C=O)C (N,N-dimethylformamide). Reaction conditions: temperature 120 celsius. The product is CN(C=1SC(=CN1)CN1C(C2(C3=CC=CC=C13)COC=1C2=CC2=C(OCO2)C1)=O)C (1′-{[2-(dimethylamino)-1,3-thiazol-5-yl]methyl}spiro[furo[2,3-f][1,3]benzodioxole-7,3′-indol]-2′(1′H)-one). Isolated yield 76.0%. RXN SMILES: Cl[C:2]1[S:3][C:4]([CH2:7][N:8]2[C:16]3[C:11](=[CH:12][CH:13]=[CH:14][CH:15]=3)[C:10]3([C:20]4=[CH:21][C:22]5[O:26][CH2:25][O:24][C:23]=5[CH:27]=[C:19]4[O:18][CH2:17]3)[C:9]2=[O:28])=[CH:5][N:6]=1.[CH3:29][NH:30][CH3:31].O1CCCC1>CN(C)C=O>[CH3:29][N:30]([CH3:31])[C:2]1[S:3][C:4]([CH2:7][N:8]2[C:16]3[C:11](=[CH:12][CH:13]=[CH:14][CH:15]=3)[C:10]3([C:20]4=[CH:21][C:22]5[O:26][CH2:25][O:24][C:23]=5[CH:27]=[C:19]4[O:18][CH2:17]3)[C:9]2=[O:28])=[CH:5][N:6]=1. Procedure details: To a solution of 1′-[(2-chloro-1,3-thiazol-5-yl)methyl]spiro[furo[2,3-f][1,3]benzodioxole-7,3′-indol]-2′(1′H)-one (0.10 g, 0.24 mmol) in N,N-dimethylformamide (5 mL) was added 2 M dimethyl amine in tetrahydrofuran (2.0 mL, 4.0 mmol) under nitrogen in a sealed tube. The reaction mixture was heated at 120° C. for 16 h. The reaction was quenched with the water, then extracted with ethyl acetate (2×50 mL). The combined organic solution was dried over sodium sulfate, filtered, and the filtrate was co... The reactants are C1CN(CCN1)CCC2=CC=CC=N2, CCOC(=O)C1=CC2=C(O1)C(=CC=C2)Br. The reagents and catalysts are C(=O)([O-])[O-].[Cs+].[Cs+], CC(C)C1=CC(=C(C(=C1)C(C)C)C2=CC=CC=C2P(C3CCCCC3)C4CCCCC4)C(C)C, C1=CC=C(C=C1)/C=C/C(=O)/C=C/C2=CC=CC=C2.C1=CC=C(C=C1)/C=C/C(=O)/C=C/C2=CC=CC=C2.C1=CC=C(C=C1)/C=C/C(=O)/C=C/C2=CC=CC=C2.[Pd].[Pd]. Run in C1COCCO1. Conditions: temperature 95 celsius. The product is CCOC(=O)C1=CC2=C(O1)C(=CC=C2)N3CCN(CC3)CCC4=CC=CC=N4. The yield is 35.8%. Procedure details: 27/05 2009 13:35:19 +0200  To dry degassed dioxane (30 mL) were added ethyl 7-bromobenzofuran-2-carboxylate (2.30 g, 8.55 mmol) and 1-(2-(pyridin-2-yl)ethyl)piperazine (1.798 g, 9.40 mmol), Cesium carbonate (3.62 g, 11.11 mmol), 2-Dicyclohexylphosphino-2',4',6'-triisopropylbiphenyl (0.407 g, 0.85 mmol) and Tris(dibenzylideneacetone)dipalladium(0) (0.391 g, 0.43 mmol) under argon and the reaction heated at 95°C for 4h. The reaction mixture was filtered and solvent evaporated. The material was pur... The reactants are OCCC(C(=O)OC(C)(C)C)C1(C(N(CC1)CC1=CC=CC=C1)=O)CC(C)C (tert-butyl α-(2-hydroxyethyl)-3-(2-methylpropyl)-2-oxo-1-(phenylmethyl)-3-pyrrolidineacetate), C1(=CC=CC=C1)P(C1=CC=CC=C1)C1=CC=CC=C1 (triphenylphosphine), CCOC(=O)/N=N/C(=O)OCC (diethylazodicarboxylate), C1(C=2C(C(N1)=O)=CC=CC2)=O (phthalimide). Solvent: C1CCOC1 (THF). Conditions: time 8 hour. Yields the product O=C1N(C(C2=CC=CC=C12)=O)CCC(C(=O)OC(C)(C)C)C1(C(N(CC1)CC1=CC=CC=C1)=O)CC(C)C (tert-Butyl α-[2-(1,3-Dihydro-1,3-dioxo-2H-isoindol-2-yl)ethyl]-3-(2-methylpropyl)-2-oxo-1-(phenylmethyl)-3-pyrrolidineacetate). The yield is 89.2%. Reaction SMILES: O[CH2:2][CH2:3][CH:4]([C:12]1([CH2:25][CH:26]([CH3:28])[CH3:27])[CH2:16][CH2:15][N:14]([CH2:17][C:18]2[CH:23]=[CH:22][CH:21]=[CH:20][CH:19]=2)[C:13]1=[O:24])[C:5]([O:7][C:8]([CH3:11])([CH3:10])[CH3:9])=[O:6].C1(P(C2C=CC=CC=2)C2C=CC=CC=2)C=CC=CC=1.CCOC(/N=N/C(OCC)=O)=O.[C:60]1(=[O:70])[NH:64][C:63](=[O:65])[C:62]2=[CH:66][CH:67]=[CH:68][CH:69]=[C:61]12>C1COCC1>[O:65]=[C:63]1[C:62]2[C:61](=[CH:69][CH:68]=[CH:67][CH:66]=2)[C:60](=[O:70])[N:64]1[CH2:2][CH2:3][CH:4]([C:12]1([CH2:25][CH:26]([CH3:27])[CH3:28])[CH2:16][CH2:15][N:14]([CH2:17][C:18]2[CH:19]=[CH:20][CH:21]=[CH:22][CH:23]=2)[C:13]1=[O:24])[C:5]([O:7][C:8]([CH3:11])([CH3:10])[CH3:9])=[O:6]. Reported procedure: A solution of tert-butyl α-(2-hydroxyethyl)-3-(2-methylpropyl)-2-oxo-1-(phenylmethyl)-3-pyrrolidineacetate (435 mg, 1.12 mmol) in dry THF (10 mL) is treated with triphenylphosphine (323 mg, 1.23 mmol), diethylazodicarboxylate (194 μL, 1.23 mmol), and phthalimide (181 mg, 1.23 mmol). The solution is allowed to stir overnight at room temperature under N2. The reaction mixture is concentrated and purified by silica gel chromatography (25 g SG, 20% EtOAc/hexane) to give 518 mg (89%) of the title com... Reactants: C1=CC=CC=2SC3=CC=CC=C3NC12 (phenothiazine), C(C(=C)C)(=O)[O-].[Na+] (sodium methacrylate), C(C(=C)C)(=O)O (methacrylic acid), [OH-].[Na+] (sodium hydroxide), C(Cl)C1CO1 (epichlorohydrin). Reagents/catalysts: [Cl-].C[N+](C)(C)C (tetramethyl ammonium chloride). Reaction conditions: temperature 90 celsius, time 3 hour. Yields the product C(C(=C)C)(=O)[O-].[Na+] (Sodium methacrylate), [Cl-].[Na+] (sodium chloride). As a reaction SMILES: [C:1]([OH:6])(=[O:5])[C:2]([CH3:4])=[CH2:3].[OH-].[Na+:8].C([O-])(=O)C(C)=C.[Na+].C(C1OC1)[Cl:17].C1C2NC3C(=CC=CC=3)SC=2C=CC=1>[Cl-].C[N+](C)(C)C>[C:1]([O-:6])(=[O:5])[C:2]([CH3:4])=[CH2:3].[Na+:8].[Cl-:17].[Na+:8] |f:1.2,3.4,7.8,9.10,11.12|. Procedure details: Sodium methacrylate was synthesized by the neutralization of 119.5 g (1.389 mols) of methacrylic acid with 55.5 g (1.389 mols) of sodium hydroxide. A mixture consisting of 150.0 g of substantially anhydrous sodium methacrylate obtained by dehydrating the product of the neutralization and 642.4 g (6.945 mols) of epichlorohydrin was placed in a flask provided with a stirrer, a thermometer, and a reflux condenser. Then, 0.76 g (0.007 mol) of tetramethyl ammonium chloride and 0.4 g (0.002 mol) of ph...